Dataset: the Open Reaction Database (ORD), a public repository of structured organic reaction records. Task: describe an organic reaction: reactants, conditions, products, and yield Reactants: C1(CC1)NC1CCN(CC1)C1=NC=C(C=N1)CC (cyclopropyl-[1-(5-ethyl-pyrimidin-2-yl)-piperidin-4-yl]-amine), CC1=NC=NN1C1=CC=C(C(=O)O)C=C1 (4-(5-methyl-[1,2,4]triazol-1-yl)-benzoic acid). The product is C1(CC1)N(C(C1=CC=C(C=C1)N1N=CN=C1C)=O)C1CCN(CC1)C1=NC=C(C=N1)CC (N-Cyclopropyl-N-[1-(5-ethyl-pyrimidin-2-yl)-piperidin-4-yl]-4-(5-methyl-[1,2,4]triazol-1-yl)-benzamide). RXN SMILES: [CH:1]1([NH:4][CH:5]2[CH2:10][CH2:9][N:8]([C:11]3[N:16]=[CH:15][C:14]([CH2:17][CH3:18])=[CH:13][N:12]=3)[CH2:7][CH2:6]2)[CH2:3][CH2:2]1.[CH3:19][C:20]1[N:24]([C:25]2[CH:33]=[CH:32][C:28]([C:29](O)=[O:30])=[CH:27][CH:26]=2)[N:23]=[CH:22][N:21]=1>>[CH:1]1([N:4]([CH:5]2[CH2:10][CH2:9][N:8]([C:11]3[N:12]=[CH:13][C:14]([CH2:17][CH3:18])=[CH:15][N:16]=3)[CH2:7][CH2:6]2)[C:29](=[O:30])[C:28]2[CH:27]=[CH:26][C:25]([N:24]3[C:20]([CH3:19])=[N:21][CH:22]=[N:23]3)=[CH:33][CH:32]=2)[CH2:2][CH2:3]1. Procedure details: The title compound is prepared from cyclopropyl-[1-(5-ethyl-pyrimidin-2-yl)-piperidin-4-yl]-amine and 4-(5-methyl-[1,2,4]triazol-1-yl)-benzoic acid following a procedure analogous to that described in Example 90. LC (method 19): tR=3.77 min; Mass spectrum (ESI+): m/z=432 [M+H]+. Starting materials: C([O-])([O-])=O.[K+].[K+] (potassium carbonate), BrCCC(C)=O (4-bromo-2-butanone), C(CO)O (ethylene glycol), C1(=CC=C(C=C1)S(=O)(=O)O)C (p-toluenesulfonic acid). Run in O (water), C(C)(=O)OCC (ethyl acetate), C1(=CC=CC=C1)C (toluene). Product: C1COC(C)(CCBr)O1 (4-Bromo-2-butanone ethylene ketal). As a reaction SMILES: [Br:1][CH2:2][CH2:3][C:4](=[O:6])[CH3:5].[CH2:7](O)[CH2:8][OH:9].C1(C)C=CC(S(O)(=O)=O)=CC=1.C(=O)([O-])[O-].[K+].[K+]>C(OCC)(=O)C.O.C1(C)C=CC=CC=1>[CH2:8]1[O:9][C:4]([CH2:3][CH2:2][Br:1])([CH3:5])[O:6][CH2:7]1 |f:3.4.5|. Procedure details: A mixture of 75 g of 4-bromo-2-butanone, 40 g of ethylene glycol, 250 mg of p-toluenesulfonic acid acid and 500 ml of toluene is refluxed for about 4-6 hours under a Dean-Stark water trap. The mixture is cooled, poured into ethyl acetate and dilute potassium carbonate solution. The organic layer is separated, washed with water, dried over sodium sulfate, stripped of solvent and the residue is distilled under reduced pressure to give the title product. The reactants are O=C([O-])[O-], CC(C)=O, CCN(CC)C(=O)CCl, [K+], [K+], Cc1cc(O)cc(C)c1-c1cccc(C=O)c1. The product is CCN(CC)C(=O)COc1cc(C)c(-c2cccc(C=O)c2)c(C)c1. Reaction SMILES: [C:27](=[O:28])([O-:29])[O-:30].[CH3:33][C:34](=[O:35])[CH3:36].[Cl:18][CH2:19][C:20](=[O:21])[N:22]([CH2:23][CH3:24])[CH2:25][CH3:26].[K+:31].[K+:32].[OH:1][c:2]1[cH:3][c:4]([CH3:17])[c:5](-[c:9]2[cH:10][c:11]([CH:15]=[O:16])[cH:12][cH:13][cH:14]2)[c:6]([CH3:8])[cH:7]1>>[O:1]([c:2]1[cH:3][c:4]([CH3:17])[c:5](-[c:9]2[cH:10][c:11]([CH:15]=[O:16])[cH:12][cH:13][cH:14]2)[c:6]([CH3:8])[cH:7]1)[CH2:19][C:20](=[O:21])[N:22]([CH2:23][CH3:24])[CH2:25][CH3:26].